This data is from the Open Reaction Database (ORD), a public repository of structured organic reaction records. The task is: describe an organic reaction: reactants, conditions, products, and yield Starting materials: ClC=1N=CC2=C(N1)N(C(=C2C(=O)NCC=2C(=NC(=CC2C)C)O)C)[C@H](C)C2=CC=CC=C2 ((R)-2-chloro-N-((2-hydroxy-4,6-dimethylpyridin-3-yl)methyl)-6-methyl-7-(1-phenylethyl)-7H-pyrrolo[2,3-d]pyrimidine-5-carboxamide), N1CCOCC1 (morpholine). Yields the product OC1=NC(=CC(=C1CNC(=O)C1=C(N(C=2N=C(N=CC21)N2CCOCC2)[C@H](C)C2=CC=CC=C2)C)C)C ((R)-N-((2-hydroxy-4,6-dimethylpyridin-3-yl)methyl)-6-methyl-2-morpholino-7-(1-phenylethyl)-7H-pyrrolo[23-d]pyrimidine-5-carboxamide). The yield is 70.5%. RXN SMILES: Cl[C:2]1[N:3]=[CH:4][C:5]2[C:10]([C:11]([NH:13][CH2:14][C:15]3[C:16]([OH:23])=[N:17][C:18]([CH3:22])=[CH:19][C:20]=3[CH3:21])=[O:12])=[C:9]([CH3:24])[N:8]([C@@H:25]([C:27]3[CH:32]=[CH:31][CH:30]=[CH:29][CH:28]=3)[CH3:26])[C:6]=2[N:7]=1.[NH:33]1[CH2:38][CH2:37][O:36][CH2:35][CH2:34]1>>[OH:23][C:16]1[C:15]([CH2:14][NH:13][C:11]([C:10]2[C:5]3[CH:4]=[N:3][C:2]([N:33]4[CH2:38][CH2:37][O:36][CH2:35][CH2:34]4)=[N:7][C:6]=3[N:8]([C@@H:25]([C:27]3[CH:32]=[CH:31][CH:30]=[CH:29][CH:28]=3)[CH3:26])[C:9]=2[CH3:24])=[O:12])=[C:20]([CH3:21])[CH:19]=[C:18]([CH3:22])[N:17]=1. Reported procedure: A solution of (R)-2-chloro-N-((2-hydroxy-4,6-dimethylpyridin-3-yl)methyl)-6-methyl-7-(1-phenylethyl)-7H-pyrrolo[2,3-d]pyrimidine-5-carboxamide (70 mg, 0.15 mmol) in morpholine (1.0 mL) was stirred at 150° C. for 30 minutes under microwave (pressure: 10.5 bar, equipment power: 150 W). The mixture was concentrated in vacuo and purified by column chromatography (silica gel, dichloromethane/methanol=10:1) to afford (R)-N-((2-hydroxy-4,6-dimethylpyridin-3-yl)methyl)-6-methyl-2-morpholino-7-(1-phenyle...